describe an organic reaction: reactants, conditions, products, and yield From a dataset of the Open Reaction Database (ORD), a public repository of structured organic reaction records. Reactants: N1CCC1 (azetidin), ClC1=CC=C(C=C1)C=1SC=C(N1)CSC1=NC=C(C(=C1C#N)C1=CC=C(C=C1)OCCO)C#N ({(2-(4-chlorophenyl)-1,3-thiazol-4-ylmethyl}sulfanyl)-4-(4-(2-hydroxyethoxy)phenyl)pyridine-3,5-dicarbonitrile), C(C)(C)(C)OC(=O)N[C@@H](CCCNC(=O)OC(C)(C)C)C(=O)O (N2,N5-bis(tert-butoxycarbonyl)-L-ornithine), Cl.CN(CCCN=C=NCC)C (1-(3-dimethylaminopropyl)-3-ethylcarbodiimide hydrochloride). Reagents/catalysts: CN(C1=CC=NC=C1)C (4-dimethylaminopyridine). Solvent: CN(C)C=O (DMF), O.C1CCOC1 (water THF), ClCCl (dichloromethane). Conditions: temperature 40 celsius, time 8 hour. Yields the product C(C)(C)(C)OC(=O)N[C@@H](CCCNC(=O)OC(C)(C)C)C(=O)OCCOC1=CC=C(C=C1)C1=C(C(=NC(=C1C#N)SCC=1N=C(SC1)C1=CC=C(C=C1)Cl)N1CCC1)C#N (2-{4-(2-(Azetidin-1-yl)-6-({(2-(4-chlorophenyl)-1,3-thiazol-4-yl)methyl}sulfanyl)-3,5-dicyanopyridin-4-yl)phenoxy}ethyl N2,N5-bis(tert-butoxycarbonyl)-L-ornithinate). As a reaction SMILES: [NH:1]1[CH2:4][CH2:3][CH2:2]1.[Cl:5][C:6]1[CH:11]=[CH:10][C:9]([C:12]2[S:13][CH:14]=[C:15]([CH2:17][S:18][C:19]3[C:24]([C:25]#[N:26])=[C:23]([C:27]4[CH:32]=[CH:31][C:30]([O:33][CH2:34][CH2:35][OH:36])=[CH:29][CH:28]=4)[C:22]([C:37]#[N:38])=[CH:21][N:20]=3)[N:16]=2)=[CH:8][CH:7]=1.[C:39]([O:43][C:44]([NH:46][C@H:47]([C:59](O)=[O:60])[CH2:48][CH2:49][CH2:50][NH:51][C:52]([O:54][C:55]([CH3:58])([CH3:57])[CH3:56])=[O:53])=[O:45])([CH3:42])([CH3:41])[CH3:40].Cl.CN(C)CCCN=C=NCC>CN(C)C1C=CN=CC=1.CN(C=O)C.O.C1COCC1.ClCCl>[C:39]([O:43][C:44]([NH:46][C@H:47]([C:59]([O:36][CH2:35][CH2:34][O:33][C:30]1[CH:31]=[CH:32][C:27]([C:23]2[C:24]([C:25]#[N:26])=[C:19]([S:18][CH2:17][C:15]3[N:16]=[C:12]([C:9]4[CH:8]=[CH:7][C:6]([Cl:5])=[CH:11][CH:10]=4)[S:13][CH:14]=3)[N:20]=[C:21]([N:1]3[CH2:4][CH2:3][CH2:2]3)[C:22]=2[C:37]#[N:38])=[CH:28][CH:29]=1)=[O:60])[CH2:48][CH2:49][CH2:50][NH:51][C:52]([O:54][C:55]([CH3:58])([CH3:57])[CH3:56])=[O:53])=[O:45])([CH3:41])([CH3:40])[CH3:42] |f:3.4,7.8|. Procedure details: 75 mg (0.134 mmol) of 2-(azetidin-1-O-6-({(2-(4-chlorophenyl)-1,3-thiazol-4-ylmethyl}sulfanyl)-4-(4-(2-hydroxyethoxy)phenyl)pyridine-3,5-dicarbonitrile (Example 8), 133.53 mg (0.402 mmol) of N2,N5-bis(tert-butoxycarbonyl)-L-ornithine and 8.18 mg (0.067 mmol) of 4-dimethylaminopyridine were initially charged in 1 ml of DMF. 1 ml of dichloromethane and 33.37 mg (0.174 mmol) of 1-(3-dimethylaminopropyl)-3-ethylcarbodiimide hydrochloride were added, and the reaction solution was then stirred at 40° ... Starting materials: ClCCCBr, CN(C)C=O, [Cl-], [H-], [NH4+], [Na+], O=c1[nH]c2ccccc2c(=O)c2ccccc12. The product is O=c1c2ccccc2c(=O)n(CCCCl)c2ccccc12. RXN SMILES: [Br:20][CH2:21][CH2:22][CH2:23][Cl:24].[CH3:27][N:28]([CH3:29])[CH:30]=[O:31].[Cl-:25].[H-:18].[NH4+:26].[Na+:19].[cH:1]1[cH:2][cH:3][cH:4][c:5]2[nH:6][c:7](=[O:17])[c:8]3[c:9]([c:10](=[O:12])[c:11]12)[cH:13][cH:14][cH:15][cH:16]3>>[cH:1]1[cH:2][cH:3][cH:4][c:5]2[n:6]([CH2:21][CH2:22][CH2:23][Cl:24])[c:7](=[O:17])[c:8]3[c:9]([c:10](=[O:12])[c:11]12)[cH:13][cH:14][cH:15][cH:16]3. The reactants are CCNC(=O)c1ccc(-n2nnc(C(=O)NC3CC3)c2CCCOS(C)(=O)=O)cc1, [H-], [Na+], CN(C)C=O, O. Yields the product CCNC(=O)c1ccc(-n2nnc3c2CCCN(C2CC2)C3=O)cc1. RXN SMILES: [CH3:1][S:2]([O:3][CH2:6][CH2:7][CH2:8][c:9]1[c:10]([C:25](=[O:26])[NH:27][CH:28]2[CH2:29][CH2:30]2)[n:11][n:12][n:13]1-[c:14]1[cH:15][cH:16][c:17]([C:20](=[O:21])[NH:22][CH2:23][CH3:24])[cH:18][cH:19]1)(=[O:4])=[O:5].[H-:31].[Na+:32].[O:33]=[CH:34][N:35]([CH3:36])[CH3:37].[OH2:38]>>[CH2:6]1[CH2:7][CH2:8][c:9]2[c:10]([n:11][n:12][n:13]2-[c:14]2[cH:15][cH:16][c:17]([C:20](=[O:21])[NH:22][CH2:23][CH3:24])[cH:18][cH:19]2)[C:25](=[O:26])[N:27]1[CH:28]1[CH2:29][CH2:30]1. Starting materials: S1C(=NC2=C1C=CC=C2)C2=CC(=C(C=C2)[N+](=O)[O-])[N+](=O)[O-] (1-(benzothiazol-2-yl)-3,4-dinitrobenzene), O1CCN(CC1)C1=CC=C(C=C1)NC(=O)C1=CC=C(C=O)C=C1 (4-(4-morpholinophenyl)aminocarbonylbenzaldehyde). The product is S1C(=NC2=C1C=CC=C2)C2=CC1=C(NC(=N1)C1=CC=C(C(=O)NC3=CC=C(C=C3)N3CCOCC3)C=C1)C=C2 (4-(5-(Benzo[d]thiazol-2-yl)-1H-benzo[d]imidazol-2-yl)-N-(4-morpholinophenyl)benzamide). As a reaction SMILES: [S:1]1[C:5]2[CH:6]=[CH:7][CH:8]=[CH:9][C:4]=2[N:3]=[C:2]1[C:10]1[CH:15]=[CH:14][C:13]([N+:16]([O-])=O)=[C:12]([N+:19]([O-])=O)[CH:11]=1.[O:22]1[CH2:27][CH2:26][N:25]([C:28]2[CH:33]=[CH:32][C:31]([NH:34][C:35]([C:37]3[CH:44]=[CH:43][C:40]([CH:41]=O)=[CH:39][CH:38]=3)=[O:36])=[CH:30][CH:29]=2)[CH2:24][CH2:23]1>>[S:1]1[C:5]2[CH:6]=[CH:7][CH:8]=[CH:9][C:4]=2[N:3]=[C:2]1[C:10]1[CH:15]=[CH:14][C:13]2[NH:16][C:41]([C:40]3[CH:39]=[CH:38][C:37]([C:35]([NH:34][C:31]4[CH:30]=[CH:29][C:28]([N:25]5[CH2:24][CH2:23][O:22][CH2:27][CH2:26]5)=[CH:33][CH:32]=4)=[O:36])=[CH:44][CH:43]=3)=[N:19][C:12]=2[CH:11]=1. Procedure: Compound 638 was prepared according to the procedure similar to that described in Scheme III from 1-(benzothiazol-2-yl)-3,4-dinitrobenzene and 4-(4-(4-morpholinophenyl)aminocarbonylbenzaldehyde. [M+H]+ calcd for C31H25N5O2S: 532.18; found: 532.07. The reactants are ClC1(NC=CC(=C1)I)C (2-chloro-4-iodo picoline), C(O)([O-])=O.[Na+] (sodium hydrogen carbonate), CN(C=O)C (N,N-dimethylformamide), CO (methanol), [C]=O (carbon monoxide), C(O)([O-])=O.[Na+] (sodium hydrogen carbonate). Reagents/catalysts: C(C)(=O)[O-].[Pd+2].C(C)(=O)[O-] (palladium acetate), C1(=CC=CC=C1)P([C-]1C=CC=C1)C1=CC=CC=C1.[C-]1(C=CC=C1)P(C1=CC=CC=C1)C1=CC=CC=C1.[Fe+2] (1,1′-bisdiphenylphosphino ferrocene). Run in O (water). The product is COC(C1=C(C(=NC=C1)Cl)C)=O (2-chloro-3-methylisonicotinic acid methyl ester). As a reaction SMILES: [Cl:1][C:2]1(C)[CH:7]=[C:6](I)[CH:5]=[CH:4][NH:3]1.[C:10](=[O:13])([O-])O.[Na+].CN(C)[CH:17]=[O:18].[C]=O.[CH3:22]O>C([O-])(=O)C.[Pd+2].C([O-])(=O)C.C1(P(C2C=CC=CC=2)[C-]2C=CC=C2)C=CC=CC=1.[C-]1(P(C2C=CC=CC=2)C2C=CC=CC=2)C=CC=C1.[Fe+2].O>[CH3:10][O:13][C:17](=[O:18])[C:6]1[CH:5]=[CH:4][N:3]=[C:2]([Cl:1])[C:7]=1[CH3:22] |f:1.2,6.7.8,9.10.11,^3:19|. Reported procedure: The mixture of 1.0 g of 2-chloro-4-iodo picoline, 84 mg of palladium acetate, 218 mg of 1,1′-bisdiphenylphosphino ferrocene, 990 mg of sodium hydrogen carbonate, 10 mL of N,N-dimethylformamide, and 10 ml of methanol, was stirred overnight in a carbon monoxide atmosphere at 80° C. After cooling the reaction mixture back to room temperature, water and a saturated aqueous solution of sodium hydrogen carbonate were added thereto, and extracted with ethyl acetate. The organic layer was washed with sa... Reaction SMILES: COC1C=CC(C[N:8]2[CH2:12][C@H:11]([O:13][CH2:14][CH:15]=[CH2:16])[CH2:10][C@@H:9]2[C@@H:17]([OH:54])[C@@H:18]([NH:28][C:29](=[O:53])[C@@H:30]([N:39]2[CH2:43][CH2:42][C@:41]([NH:48][C:49](=[O:51])[CH3:50])([CH2:44][CH:45]([CH3:47])[CH3:46])[C:40]2=[O:52])[CH2:31][CH2:32][C:33]2[CH:38]=[CH:37][CH:36]=[CH:35][CH:34]=2)[CH2:19][C:20]2[CH:25]=[C:24]([F:26])[CH:23]=[C:22]([F:27])[CH:21]=2)=CC=1>CO.[OH-].[OH-].[Pd+2]>[C:49]([NH:48][C@:41]1([CH2:44][CH:45]([CH3:46])[CH3:47])[CH2:42][CH2:43][N:39]([C@@H:30]([CH2:31][CH2:32][C:33]2[CH:34]=[CH:35][CH:36]=[CH:37][CH:38]=2)[C:29]([NH:28][C@@H:18]([CH2:19][C:20]2[CH:21]=[C:22]([F:27])[CH:23]=[C:24]([F:26])[CH:25]=2)[C@H:17]([OH:54])[C@H:9]2[CH2:10][C@@H:11]([O:13][CH2:14][CH2:15][CH3:16])[CH2:12][NH:8]2)=[O:53])[C:40]1=[O:52])(=[O:51])[CH3:50] |f:2.3.4|. The solvent is CO (MeOH). Reported procedure: Step 1 (B): Preparation of(S)-2-((R)-3-acetamido-3-isobutyl-2-oxopyrrolidin-1-yl)-N-((1R,2S)-3-(3,5-difluorophenyl)-1-hydroxy-1-((2R,4R)-4-propoxypyrrolidin-2-yl)propan-2-yl)-4-phenylbutanamide. To a solution of (S)-N-((1S,2S)-1-((2R,4R)-1-(4-methoxybenzyl)-4-(allyloxy)pyrrolidin-2-yl)-3-(3,5-difluorophenyl)-1-hydroxypropan-2-yl)-2-((R)-3-acetamido-3-isobutyl-2-oxopyrrolidin-1-yl)-4-phenylbutanamide (Step 1 (A), 55 mg, 0.071 mmol) in MeOH (5 ml) was added a catalytic amount of Pd(OH)2. The react... The product is C(C)(=O)N[C@]1(C(N(CC1)[C@H](C(=O)N[C@H]([C@@H]([C@@H]1NC[C@@H](C1)OCCC)O)CC1=CC(=CC(=C1)F)F)CCC1=CC=CC=C1)=O)CC(C)C ((S)-2-((R)-3-acetamido-3-isobutyl-2-oxopyrrolidin-1-yl)-N-((1R,2S)-3-(3,5-difluorophenyl)-1-hydroxy-1-((2R,4R)-4-propoxypyrrolidin-2-yl)propan-2-yl)-4-phenylbutanamide). Reaction conditions: time 18 hour. Yield: 64.1%. Reactants: ( B ), of(S)-2-((R)-3-acetamido-3-isobutyl-2-oxopyrrolidin-1-yl)-N-((1R,2S)-3-(3,5-difluorophenyl)-1-hydroxy-1-((2R,4R)-4-propoxypyrrolidin-2-yl)propan-2-yl)-4-phenylbutanamide, COC1=CC=C(CN2[C@H](C[C@H](C2)OCC=C)[C@H]([C@H](CC2=CC(=CC(=C2)F)F)NC([C@H](CCC2=CC=CC=C2)N2C([C@](CC2)(CC(C)C)NC(C)=O)=O)=O)O)C=C1 ((S)-N-((1S,2S)-1-((2R,4R)-1-(4-methoxybenzyl)-4-(allyloxy)pyrrolidin-2-yl)-3-(3,5-difluorophenyl)-1-hydroxypropan-2-yl)-2-((R)-3-acetamido-3-isobutyl-2-oxopyrrolidin-1-yl)-4-phenylbutanamide). Reagents/catalysts: [OH-].[OH-].[Pd+2] (Pd(OH)2). As a reaction SMILES: [CH3:1][O:2][C:3](=[O:54])[C@@H:4]([NH:19][C:20]([C@@H:22]1[CH2:35][C:34]2[CH:33]=[C:32]3[C:27]([O:28][C@@H:29]([C:38]4[CH:43]=[CH:42][C:41]([OH:44])=[CH:40][CH:39]=4)[C:30](=[O:37])[N:31]3[CH3:36])=[CH:26][C:25]=2[CH2:24][N:23]1[C@H:45]([C:48]1[CH:53]=[CH:52][CH:51]=[CH:50][CH:49]=1)[CH2:46][CH3:47])=[O:21])[CH2:5][C:6]1[CH:11]=[CH:10][C:9]([C:12]2[CH:17]=[CH:16][C:15]([Cl:18])=[CH:14][CH:13]=2)=[CH:8][CH:7]=1.[Cl:55][C:56]1[CH:57]=[C:58]([CH:61]=[CH:62][C:63]=1[Cl:64])[CH2:59]Br.C(=O)([O-])[O-].[K+].[K+].C(=O)([O-])[O-].[Na+].[Na+]>CN(C=O)C>[CH3:1][O:2][C:3](=[O:54])[C@@H:4]([NH:19][C:20]([C@@H:22]1[CH2:35][C:34]2[CH:33]=[C:32]3[C:27]([O:28][C@@H:29]([C:38]4[CH:39]=[CH:40][C:41]([O:44][CH2:59][C:58]5[CH:61]=[CH:62][C:63]([Cl:64])=[C:56]([Cl:55])[CH:57]=5)=[CH:42][CH:43]=4)[C:30](=[O:37])[N:31]3[CH3:36])=[CH:26][C:25]=2[CH2:24][N:23]1[C@H:45]([C:48]1[CH:49]=[CH:50][CH:51]=[CH:52][CH:53]=1)[CH2:46][CH3:47])=[O:21])[CH2:5][C:6]1[CH:11]=[CH:10][C:9]([C:12]2[CH:13]=[CH:14][C:15]([Cl:18])=[CH:16][CH:17]=2)=[CH:8][CH:7]=1 |f:2.3.4,5.6.7|. Reaction conditions: time 8 hour. Yields the product COC([C@H](CC1=CC=C(C=C1)C1=CC=C(C=C1)Cl)NC(=O)[C@H]1N(CC=2C=C3O[C@H](C(N(C3=CC2C1)C)=O)C1=CC=C(C=C1)OCC1=CC(=C(C=C1)Cl)Cl)[C@@H](CC)C1=CC=CC=C1)=O ((S)-3-(4′-Chloro-biphenyl-4-yl)-2-{[(3S,7S)-3-[4-(3,4-dichloro-benzyloxy)-phenyl]-1-methyl-2-oxo-6-((S)-1-phenyl-propyl)-2,3,5,6,7,8-hexahydro-1H-4-oxa-1,6-diaza-anthracene-7-carbonyl]-amino}-propionic acid methyl ester). Procedure details: (S)-3-(4′-Chloro-biphenyl-4-yl)-2-{[(3S,7S)-3-(4-hydroxy-phenyl)-1-methyl-2-oxo-6-((S)-1-phenyl-propyl)-2,3,5,6,7,8-hexahydro-1H-4-oxa-1,6-diaza-anthracene-7-carbonyl]-amino}-propionic acid methyl ester (68 mg, 0.091 mmol) was dissolved in 2 mL of DMF and 3,4-dichlorobenzyl bromide (0.46 mmol) and potassium carbonate (0.46 mmol) were added. The mixture was stirred at room temperature for 8 hours and was poured onto ethyl acetate and 10% sodium carbonate. The organic layer was washed with brine, ... Yield: 20.7%. Reactants: C([O-])([O-])=O.[Na+].[Na+] (sodium carbonate), ClC=1C=C(CBr)C=CC1Cl (3,4-dichlorobenzyl bromide), C([O-])([O-])=O.[K+].[K+] (potassium carbonate), COC([C@H](CC1=CC=C(C=C1)C1=CC=C(C=C1)Cl)NC(=O)[C@H]1N(CC=2C=C3O[C@H](C(N(C3=CC2C1)C)=O)C1=CC=C(C=C1)O)[C@@H](CC)C1=CC=CC=C1)=O ((S)-3-(4′-Chloro-biphenyl-4-yl)-2-{[(3S,7S)-3-(4-hydroxy-phenyl)-1-methyl-2-oxo-6-((S)-1-phenyl-propyl)-2,3,5,6,7,8-hexahydro-1H-4-oxa-1,6-diaza-anthracene-7-carbonyl]-amino}-propionic acid methyl ester). Solvent: CN(C)C=O (DMF).